The task is: describe an organic reaction: reactants, conditions, products, and yield. This data is from the Open Reaction Database (ORD), a public repository of structured organic reaction records. Reaction SMILES: [C:40].[CH2:1]([c:2]1[cH:3][cH:4][cH:5][cH:6][cH:7]1)[O:8][C:9](=[O:10])[CH2:11][CH2:12][CH2:13][CH2:14][CH2:15][CH2:16][CH2:17][CH2:18][CH2:19][CH2:20][CH2:21][CH2:22][C:23](=[O:24])[O:25][N:26]1[C:27](=[O:32])[CH2:28][CH2:29][C:30]1=[O:31].[H:38][H:39].[O:33]1[CH2:34][CH2:35][CH2:36][CH2:37]1.[Pd:41]>>[O:8]=[C:9]([OH:10])[CH2:11][CH2:12][CH2:13][CH2:14][CH2:15][CH2:16][CH2:17][CH2:18][CH2:19][CH2:20][CH2:21][CH2:22][C:23](=[O:24])[O:25][N:26]1[C:27](=[O:32])[CH2:28][CH2:29][C:30]1=[O:31]. Yields the product O=C(O)CCCCCCCCCCCCC(=O)ON1C(=O)CCC1=O. The reactants are C, O=C(CCCCCCCCCCCCC(=O)ON1C(=O)CCC1=O)OCc1ccccc1, [H][H], C1CCOC1, [Pd]. Starting materials: ClC=1C(=NC=CN1)N1CC(N(CC1)C(=O)OC(C)(C)C)C (tert-Butyl 4-(3-chloropyrazin-2-yl)-2-methylpiperazine-1-carboxylate), O (Water), CC(C)(C)[O-].[K+] (t-BuOK). Solvent: C(CO)O (ethylene glycol), O1CCOCC1 (dioxane). Run at temperature 90 celsius, time 8 hour. The product is C(C)(C)(C)OC(=O)N1C(CN(CC1)C=1C(=NC=CN1)OCCO)C (2-[3-(4-tert-Butoxycarbonyl-3-methyl-1-piperazinyl)-pyrazinyloxy]-ethanol). The yield is 98.0%. Reaction SMILES: Cl[C:2]1[C:3]([N:8]2[CH2:13][CH2:12][N:11]([C:14]([O:16][C:17]([CH3:20])([CH3:19])[CH3:18])=[O:15])[CH:10]([CH3:21])[CH2:9]2)=[N:4][CH:5]=[CH:6][N:7]=1.C[C:23]([O-:26])([CH3:25])C.[K+].[OH2:28]>C(O)CO.O1CCOCC1>[C:17]([O:16][C:14]([N:11]1[CH2:12][CH2:13][N:8]([C:3]2[C:2]([O:28][CH2:25][CH2:23][OH:26])=[N:7][CH:6]=[CH:5][N:4]=2)[CH2:9][CH:10]1[CH3:21])=[O:15])([CH3:20])([CH3:19])[CH3:18] |f:1.2|. Reported procedure: To a mixture of tert-butyl 4-(3-chloropyrazin-2-yl)-2-methylpiperazine-1-carboxylate (3.0 g, 9.6 mmol; from Step 2) in ethylene glycol (10 mL) and dioxane (30 mL) was added t-BuOK (1.18 g, 10.6 mmol). The resulting mixture was stirred at 90° C., under N2, overnight. Water (10 mL) was added to the light brown reaction mixture and extracted with dichloromethane (3×20 mL). The organic layer was dried over MgSO4, filtered, and concentrated in vacuo. The residue was purified by column chromatography ... Reactants: N#CCCCCCC(=O)NCC(=O)O, CCO, [Cl-], Cl, [Na+], [Na+], [OH-]. Product: NCCCCCCC(=O)NCC(=O)O. RXN SMILES: [C:1](#[N:2])[CH2:3][CH2:4][CH2:5][CH2:6][CH2:7][C:8](=[O:9])[NH:10][CH2:11][C:12](=[O:13])[OH:14].[CH3:20][CH2:21][OH:22].[Cl-:19].[ClH:17].[Na+:16].[Na+:18].[OH-:15]>>[CH2:1]([NH2:2])[CH2:3][CH2:4][CH2:5][CH2:6][CH2:7][C:8](=[O:9])[NH:10][CH2:11][C:12](=[O:13])[OH:14]. The reactants are C(C)N1NC(C(=C1)C1=C2C(=NC=C1)NC(=C2)C2=CC(=CC=C2)C=O)C2=CC=C(C=C2)NC(N(C)C)=O (N′-(4-{1-ethyl-4-[2-(3-formylphenyl)-1H-pyrrolo[2,3-b]pyridin-4-yl]-2H-pyrazol-3-yl}phenyl)-N,N-dimethylurea), CNC (dimethylamine), C1CCOC1 (THF), [BH-](OC(=O)C)(OC(=O)C)OC(=O)C.[Na+] (NaBH(OAc)3). Reaction conditions: time 1 hour. Product: CN(C)CC=1C=C(C=CC1)C1=CC=2C(=NC=CC2C=2C(=NN(C2)CC)C2=CC=C(C=C2)NC(N(C)C)=O)N1 (N′-{4-[4-(2-{3-[(dimethylamino)methyl]phenyl}-1H-pyrrolo[2,3-b]pyridin-4-yl)-1-ethyl-1H-pyrazol-3-yl]phenyl}-N,N-dimethylurea). As a reaction SMILES: [CH2:1]([N:3]1[CH:7]=[C:6]([C:8]2[CH:13]=[CH:12][N:11]=[C:10]3[NH:14][C:15]([C:17]4[CH:22]=[CH:21][CH:20]=[C:19]([CH:23]=O)[CH:18]=4)=[CH:16][C:9]=23)[CH:5]([C:25]2[CH:30]=[CH:29][C:28]([NH:31][C:32](=[O:36])[N:33]([CH3:35])[CH3:34])=[CH:27][CH:26]=2)[NH:4]1)[CH3:2].[CH3:37][NH:38][CH3:39].C1COCC1.[BH-](OC(C)=O)(OC(C)=O)OC(C)=O.[Na+]>>[CH3:37][N:38]([CH2:23][C:19]1[CH:18]=[C:17]([C:15]2[NH:14][C:10]3=[N:11][CH:12]=[CH:13][C:8]([C:6]4[C:5]([C:25]5[CH:30]=[CH:29][C:28]([NH:31][C:32](=[O:36])[N:33]([CH3:35])[CH3:34])=[CH:27][CH:26]=5)=[N:4][N:3]([CH2:1][CH3:2])[CH:7]=4)=[C:9]3[CH:16]=2)[CH:22]=[CH:21][CH:20]=1)[CH3:39] |f:3.4|. Reported procedure: To N′-(4-{1-ethyl-4-[2-(3-formylphenyl)-1H-pyrrolo[2,3-b]pyridin-4-yl]-2H-pyrazol-3-yl}phenyl)-N,N-dimethylurea (11.45 g, 23.9 mMol) was added a solution of 2 M dimethylamine in THF (24 mL, 48 mMol). The slurry was rinsed down with THF (150 mL) and treated with NaBH(OAc)3 (8.6 g, 40.6 mMol). (Gentle gas evolution was seen and the reaction got slightly warm to the touch.) The reaction was stirred at RT for 1 h (started out as a thick suspension that slowly became a homogeneous fine suspension) an... Reaction SMILES: [Br:13].[BrH:12].[CH3:1][c:2]1[cH:3][cH:4][c:5]([CH2:8][C:9](=[O:10])[OH:11])[cH:6][cH:7]1.[Cl:14][C:15]([Cl:16])([Cl:17])[Cl:18]>>[CH2:1]([c:2]1[cH:3][cH:4][c:5]([CH2:8][C:9](=[O:10])[OH:11])[cH:6][cH:7]1)[Br:12]. Starting materials: Br, Br, Cc1ccc(CC(=O)O)cc1, ClC(Cl)(Cl)Cl. The product is O=C(O)Cc1ccc(CBr)cc1. The reactants are C1(CCCCC1)N=C=O (cyclohexylisocyanate), ClC=1C=CC(=C(C1)C1C(NC(O1)=O)=O)OC (5-(5-Chloro-2-methoxyphenyl)oxazolidine-2,4-dione). The reagents and catalysts are C(C)N(CC)CC (Triethylamine). Run in ClCCCl (1,2-dichloroethane). Run at time 19 hour. The product is ClC=1C=CC(=C(C1)C1C(N(C(O1)=O)C(NC1CCCCC1)=O)=O)OC (5-(5-Chloro-2-methoxyphenyl)-3-cyclohexylcarbamoyloxazolidine-2,4-dione). As a reaction SMILES: [Cl:1][C:2]1[CH:3]=[CH:4][C:5]([O:15][CH3:16])=[C:6]([CH:8]2[O:12][C:11](=[O:13])[NH:10][C:9]2=[O:14])[CH:7]=1.[CH:17]1([N:23]=[C:24]=[O:25])[CH2:22][CH2:21][CH2:20][CH2:19][CH2:18]1>C(N(CC)CC)C.ClCCCl>[Cl:1][C:2]1[CH:3]=[CH:4][C:5]([O:15][CH3:16])=[C:6]([CH:8]2[O:12][C:11](=[O:13])[N:10]([C:24](=[O:25])[NH:23][CH:17]3[CH2:22][CH2:21][CH2:20][CH2:19][CH2:18]3)[C:9]2=[O:14])[CH:7]=1. Procedure: 5-(5-Chloro-2-methoxyphenyl)oxazolidine-2,4-dione (1.21 g., 5 mmoles) was suspended in 50 ml. of 1,2-dichloroethane. Triethylamine (1 drop) and then cyclohexylisocyanate (626 mg., 5 mmoles) were added. The reaction mixture was stirred for 19 hours at room temperature, washed in sequence with two portions of 1 N sodium hydroxide, two portions of 1 N hydrochloric acid and once with brine, dried over anhydrous magnesium sulfate, filtered and concentrated to solids. Recrystallization from toluene ga...